describe an organic reaction: reactants, conditions, products, and yield From a dataset of the Open Reaction Database (ORD), a public repository of structured organic reaction records. The reactants are O=C([O-])[O-], Cc1cc(C#N)cc(C(=O)c2[nH]c(=O)[nH]c(=O)c2C(C)C)c1Cl, CCI, [K+], [K+], CN(C)C=O. Yields the product CCn1c(C(=O)c2cc(C#N)cc(C)c2Cl)c(C(C)C)c(=O)[nH]c1=O. As a reaction SMILES: [C:24](=[O:25])([O-:26])[O-:27].[Cl:1][c:2]1[c:3]([C:11](=[O:12])[c:13]2[nH:14][c:15](=[O:23])[nH:16][c:17](=[O:22])[c:18]2[CH:19]([CH3:20])[CH3:21])[cH:4][c:5]([C:6]#[N:7])[cH:8][c:9]1[CH3:10].[I:30][CH2:31][CH3:32].[K+:28].[K+:29].[O:33]=[CH:34][N:35]([CH3:36])[CH3:37]>>[Cl:1][c:2]1[c:3]([C:11](=[O:12])[c:13]2[n:14]([CH2:31][CH3:32])[c:15](=[O:23])[nH:16][c:17](=[O:22])[c:18]2[CH:19]([CH3:20])[CH3:21])[cH:4][c:5]([C:6]#[N:7])[cH:8][c:9]1[CH3:10].